This data is from the Open Reaction Database (ORD), a public repository of structured organic reaction records. The task is: describe an organic reaction: reactants, conditions, products, and yield The reactants are [N-]=[N+]=[N-].[Na+] (sodium azide), C(C1=CC=CC=C1)(C1=CC=CC=C1)(C1=CC=CC=C1)Cl (trityl chloride). The solvent is CN(C=O)C (dimethyl- formamide), O (water). Conditions: time 5 hour. Product: C(C1=CC=CC=C1)(C1=CC=CC=C1)(C1=CC=CC=C1)N=[N+]=[N-] (trityl azide). RXN SMILES: [N-:1]=[N+:2]=[N-:3].[Na+].[C:5](Cl)([C:18]1[CH:23]=[CH:22][CH:21]=[CH:20][CH:19]=1)([C:12]1[CH:17]=[CH:16][CH:15]=[CH:14][CH:13]=1)[C:6]1[CH:11]=[CH:10][CH:9]=[CH:8][CH:7]=1>CN(C)C=O.O>[C:5]([N:1]=[N+:2]=[N-:3])([C:6]1[CH:11]=[CH:10][CH:9]=[CH:8][CH:7]=1)([C:18]1[CH:19]=[CH:20][CH:21]=[CH:22][CH:23]=1)[C:12]1[CH:13]=[CH:14][CH:15]=[CH:16][CH:17]=1 |f:0.1|. Procedure details: To a suspension of sodium azide (19.0 g : 0.283 Mol.) in dimethyl- formamide (130 ml) is added trityl chloride (76.0 g : 0.273 Mol.), and the mixture is stirred at room temperature for 5 hours. The reaction mixture is diluted with water and extracted with ether. The extract is washed with brine, dried over sodium sulfate, and concentrated to give trityl azide. To a solution of this azide in acetone (300 ml) is added methyl propiolate (24 ml : 0.27 Mol.), and the mixture is heated under reflux fo... Starting materials: NC1=C2N=CN(C2=NC(=N1)OC)CC1=CC=CC=C1 (6-Amino-9-benzyl-2-methoxypurine), BrBr (bromine), S(=S)(=O)([O-])[O-].[Na+].[Na+] (sodium thiosulfate). Run in C(Cl)Cl (methylene chloride). Reaction conditions: time 5 hour. The product is NC1=C2N=C(N(C2=NC(=N1)OC)CC1=CC=CC=C1)Br (6-Amino-9-benzyl-8-bromo-2-methoxypurine). Yield: 58.0%. Reaction SMILES: [NH2:1][C:2]1[N:10]=[C:9]([O:11][CH3:12])[N:8]=[C:7]2[C:3]=1[N:4]=[CH:5][N:6]2[CH2:13][C:14]1[CH:19]=[CH:18][CH:17]=[CH:16][CH:15]=1.[Br:20]Br.S([O-])([O-])(=O)=S.[Na+].[Na+]>C(Cl)Cl>[NH2:1][C:2]1[N:10]=[C:9]([O:11][CH3:12])[N:8]=[C:7]2[C:3]=1[N:4]=[C:5]([Br:20])[N:6]2[CH2:13][C:14]1[CH:19]=[CH:18][CH:17]=[CH:16][CH:15]=1 |f:2.3.4|. Reported procedure: 6-Amino-9-benzyl-2-methoxypurine (118 mg, 0.46 mmol) and bromine (0.5 ml) were dissolved in 50 ml of methylene chloride and the solution was stirred at room temperature for 5 hours. Aqueous sodium thiosulfate was added to the reaction mixture. The organic layer was separated, dried on sodium sulfate and evaporated in vacuo to dryness. The residue was purified with silica gel chromatography (1% methanol/chloroform) to give the subject compound (90 mg, yield 58%). Run at time 30 minute. Reported procedure: A solution of N-(2,4-dimethoxybenzyl)thiazol-2-amine (0.031 g, 0.123 mmol) in tetrahydrofuran (0.450 ml) was cooled in a dry ice-acetone bath for 5 min. Lithium bis(trimethylsilyl)amide (1M in THF) (0.129 ml, 0.129 mmol) was added drop wise, then the flask was removed from the cooling bath for 5 min. The flask was again cooled into a dry ice-acetone bath for 20 min, resulting in the formation of a thick slurry. A solution of perfluorophenyl 1-chloro-4-fluoroisoquinoline-6-sulfonate (0.050 g, 0.1... Solvent: O1CCCC1 (tetrahydrofuran), C1CCOC1 (THF). Starting materials: C[Si](C)(C)[N-][Si](C)(C)C.[Li+] (Lithium bis(trimethylsilyl)amide), COC1=C(CNC=2SC=CN2)C=CC(=C1)OC (N-(2,4-dimethoxybenzyl)thiazol-2-amine), ClC1=NC=C(C2=CC(=CC=C12)S(=O)(=O)OC1=C(C(=C(C(=C1F)F)F)F)F)F (perfluorophenyl 1-chloro-4-fluoroisoquinoline-6-sulfonate). As a reaction SMILES: [CH3:1][O:2][C:3]1[CH:15]=[C:14]([O:16][CH3:17])[CH:13]=[CH:12][C:4]=1[CH2:5][NH:6][C:7]1[S:8][CH:9]=[CH:10][N:11]=1.C[Si]([N-][Si](C)(C)C)(C)C.[Li+].[Cl:28][C:29]1[C:38]2[C:33](=[CH:34][C:35]([S:39](OC3C(F)=C(F)C(F)=C(F)C=3F)(=[O:41])=[O:40])=[CH:36][CH:37]=2)[C:32]([F:54])=[CH:31][N:30]=1>O1CCCC1>[Cl:28][C:29]1[C:38]2[C:33](=[CH:34][C:35]([S:39]([N:6]([CH2:5][C:4]3[CH:12]=[CH:13][C:14]([O:16][CH3:17])=[CH:15][C:3]=3[O:2][CH3:1])[C:7]3[S:8][CH:9]=[CH:10][N:11]=3)(=[O:41])=[O:40])=[CH:36][CH:37]=2)[C:32]([F:54])=[CH:31][N:30]=1 |f:1.2|. The product is ClC1=NC=C(C2=CC(=CC=C12)S(=O)(=O)N(C=1SC=CN1)CC1=C(C=C(C=C1)OC)OC)F (1-chloro-N-(2,4-dimethoxybenzyl)-4-fluoro-N-(thiazol-2-yl)isoquinoline-6-sulfonamide). Starting materials: CCOC(CBr)OCC, [K+], [K+], O=C([O-])[O-], CN(C)C=O, COc1cc(C=O)c(O)c(OC)c1. Product: CCOC(COc1c(C=O)cc(OC)cc1OC)OCC. RXN SMILES: [CH2:20]([CH3:21])[O:22][CH:23]([CH2:24][Br:25])[O:26][CH2:27][CH3:28].[K+:14].[K+:15].[O-:16][C:17]([O-:18])=[O:19].[O:29]=[CH:30][N:31]([CH3:32])[CH3:33].[OH:1][c:2]1[c:3]([CH:4]=[O:5])[cH:6][c:7]([O:12][CH3:13])[cH:8][c:9]1[O:10][CH3:11]>>[O:1]([c:2]1[c:3]([CH:4]=[O:5])[cH:6][c:7]([O:12][CH3:13])[cH:8][c:9]1[O:10][CH3:11])[CH2:24][CH:23]([O:22][CH2:20][CH3:21])[O:26][CH2:27][CH3:28]. Reaction SMILES: S(=O)(=O)(O)O.[NH2:6][C:7]1[S:8][CH:9]=[C:10]([C:12]2[CH:17]=[CH:16][CH:15]=[CH:14][CH:13]=2)[N:11]=1.C(O)=O.[N:21]([O-])=O.[Na+].[CH:25]1[C:38]2[CH:37]=[C:36]([OH:39])[C:35]3[C:30](=[CH:31][CH:32]=[CH:33][CH:34]=3)[C:29]=2[CH:28]=[CH:27][CH:26]=1>O.C(O)C>[C:12]1([C:10]2[N:11]=[C:7]([N:6]=[N:21][C:37]3[C:38]4[CH:25]=[CH:26][CH:27]=[CH:28][C:29]=4[C:30]4[C:35](=[CH:34][CH:33]=[CH:32][CH:31]=4)[C:36]=3[OH:39])[S:8][CH:9]=2)[CH:17]=[CH:16][CH:15]=[CH:14][CH:13]=1 |f:3.4|. Starting materials: aqueous solution, NC=1SC=C(N1)C1=CC=CC=C1 (2-amino-4-phenylthiazol), C(=O)O (formic acid), C1=CC=CC=2C3=CC=CC=C3C(=CC12)O (9-phenanthrol), crystals, S(O)(O)(=O)=O (sulfuric acid), NC=1SC=C(N1)C1=CC=CC=C1 (2-amino-4-phenylthiazol), N(=O)[O-].[Na+] (sodium nitrite). Product: C1(=CC=CC=C1)C=1N=C(SC1)N=NC1=C(C2=CC=CC=C2C=2C=CC=CC12)O (10-(4-phenyl-2-thiazolylazo)-9-phenanthrol). Procedure details: A reaction flask was loaded with water (3.4 ml), a 98% aqueous solution of sulfuric acid (7.2 ml), 2-amino-4-phenylthiazol (1.66 g) and formic acid (1.6 ml) successively, followed by stirring to dissolve 2-amino-4-phenylthiazol. The liquid was cooled to 0° C., followed by dropwise addition of a solution in which sodium nitrite (0.47 g) was dissolved in water (2 ml) to the mixture in 10 minutes. After stirring at or below 5° C. for one hour, a solution in which 9-phenanthrol (3.2 g) was dissolved... Solvent: C(C)O (ethanol), O (water), O (water). Reaction conditions: temperature 0 celsius. Reactants: CCn1cc(C(=O)O)c(=O)c2c(N)c(F)c(N3CCC(NC(=O)OC(C)(C)C)C3)c(F)c21, CC(=O)O, Cl. Product: CCn1cc(C(=O)O)c(=O)c2c(N)c(F)c(N3CCC(N)C3)c(F)c21, Cl. Reaction SMILES: [CH2:1]([CH3:2])[n:3]1[cH:4][c:5]([C:30](=[O:31])[OH:32])[c:6](=[O:29])[c:7]2[c:8]([NH2:28])[c:9]([F:27])[c:10]([N:14]3[CH2:15][CH:16]([NH:19][C:20]([O:21][C:22]([CH3:23])([CH3:24])[CH3:25])=[O:26])[CH2:17][CH2:18]3)[c:11]([F:13])[c:12]12.[CH3:34][C:35](=[O:36])[OH:37].[ClH:33]>>[CH2:1]([CH3:2])[n:3]1[cH:4][c:5]([C:30](=[O:31])[OH:32])[c:6](=[O:29])[c:7]2[c:8]([NH2:28])[c:9]([F:27])[c:10]([N:14]3[CH2:15][CH:16]([NH2:19])[CH2:17][CH2:18]3)[c:11]([F:13])[c:12]12.[ClH:33].